Task: describe an organic reaction: reactants, conditions, products, and yield. Dataset: the Open Reaction Database (ORD), a public repository of structured organic reaction records Reactants: CO, NS(N)(=O)=O, COC(=N)CCSCc1csc(NC(=N)N)n1. Yields the product N=C(N)Nc1nc(CSCCC(=N)NS(N)(=O)=O)cs1. Reaction SMILES: [CH3:23][OH:24].[NH2:18][S:19]([NH2:20])(=[O:21])=[O:22].[NH:1]([C:2](=[NH:3])[NH2:4])[c:5]1[s:6][cH:7][c:8]([CH2:10][S:11][CH2:12][CH2:13][C:14]([O:15][CH3:16])=[NH:17])[n:9]1>>[NH:1]([C:2](=[NH:3])[NH2:4])[c:5]1[s:6][cH:7][c:8]([CH2:10][S:11][CH2:12][CH2:13][C:14](=[NH:17])[NH:20][S:19]([NH2:18])(=[O:21])=[O:22])[n:9]1.